Dataset: the Open Reaction Database (ORD), a public repository of structured organic reaction records. Task: describe an organic reaction: reactants, conditions, products, and yield Starting materials: CCCCC(CC)C(=O)[O-], C1CCOC1, ClCCl, NC1N=C(c2ccccc2)c2ccccc2NC1=O, [Na+], COC1C(=O)OC(C(O)C=CC(C)(C)C)C1O. The product is COC(C(=O)NC1N=C(c2ccccc2)c2ccccc2NC1=O)C(O)C(O)C(O)C=CC(C)(C)C. Reaction SMILES: [CH2:37]([CH:38]([CH2:39][CH2:40][CH2:41][CH3:42])[C:43]([O-:44])=[O:45])[CH3:46].[CH2:51]1[O:52][CH2:53][CH2:54][CH2:55]1.[Cl:48][CH2:49][Cl:50].[NH2:18][CH:19]1[C:20](=[O:36])[NH:21][c:22]2[c:23]([cH:32][cH:33][cH:34][cH:35]2)[C:24]([c:26]2[cH:27][cH:28][cH:29][cH:30][cH:31]2)=[N:25]1.[Na+:47].[OH:1][CH:2]1[CH:3]([O:16][CH3:17])[C:4](=[O:15])[O:5][CH:6]1[CH:7]([CH:8]=[CH:9][C:10]([CH3:11])([CH3:12])[CH3:13])[OH:14]>>[OH:1][CH:2]([CH:3]([C:4](=[O:15])[NH:18][CH:19]1[C:20](=[O:36])[NH:21][c:22]2[c:23]([cH:32][cH:33][cH:34][cH:35]2)[C:24]([c:26]2[cH:27][cH:28][cH:29][cH:30][cH:31]2)=[N:25]1)[O:16][CH3:17])[CH:6]([OH:5])[CH:7]([CH:8]=[CH:9][C:10]([CH3:11])([CH3:12])[CH3:13])[OH:14]. Starting materials: O=C([O-])O, CC(C)(C)C(O)c1cc(=O)c(OCc2ccccc2)c2n1CCN(Cc1ccc(Cl)c(Cl)c1)C2=O, ClC(Cl)Cl, [Na+], [Na+], [Na+], O=S([O-])[O-]. Yields the product CC(C)(C)C(=O)c1cc(=O)c(OCc2ccccc2)c2n1CCN(Cc1ccc(Cl)c(Cl)c1)C2=O. RXN SMILES: [C:36](=[O:37])([O-:38])[OH:39].[CH2:1]([c:2]1[cH:3][cH:4][cH:5][cH:6][cH:7]1)[O:8][c:9]1[c:10](=[O:35])[cH:11][c:12]([CH:29]([C:30]([CH3:31])([CH3:32])[CH3:33])[OH:34])[n:13]2[c:14]1[C:15](=[O:28])[N:16]([CH2:19][c:20]1[cH:21][c:22]([Cl:27])[c:23]([Cl:26])[cH:24][cH:25]1)[CH2:17][CH2:18]2.[CH:47]([Cl:48])([Cl:49])[Cl:50].[Na+:40].[Na+:45].[Na+:46].[S:41]([O-:42])([O-:43])=[O:44]>>[CH2:1]([c:2]1[cH:3][cH:4][cH:5][cH:6][cH:7]1)[O:8][c:9]1[c:10](=[O:35])[cH:11][c:12]([C:29]([C:30]([CH3:31])([CH3:32])[CH3:33])=[O:34])[n:13]2[c:14]1[C:15](=[O:28])[N:16]([CH2:19][c:20]1[cH:21][c:22]([Cl:27])[c:23]([Cl:26])[cH:24][cH:25]1)[CH2:17][CH2:18]2. Starting materials: CCOC(=O)CC(=O)C1(C(=O)OCCC(C)C)CC(OCc2ccccc2)C1, CO, [Cl-], [NH4+]. The product is CCOC(=O)CC(O)C1(C(=O)OCCC(C)C)CC(OCc2ccccc2)C1. RXN SMILES: [CH2:1]([c:2]1[cH:3][cH:4][cH:5][cH:6][cH:7]1)[O:8][CH:9]1[CH2:10][C:11]([C:13](=[O:14])[O:15][CH2:16][CH2:17][CH:18]([CH3:19])[CH3:20])([C:21]([CH2:22][C:23](=[O:24])[O:25][CH2:26][CH3:27])=[O:28])[CH2:12]1.[CH3:31][OH:32].[Cl-:29].[NH4+:30]>>[CH2:1]([c:2]1[cH:3][cH:4][cH:5][cH:6][cH:7]1)[O:8][CH:9]1[CH2:10][C:11]([C:13](=[O:14])[O:15][CH2:16][CH2:17][CH:18]([CH3:19])[CH3:20])([CH:21]([CH2:22][C:23](=[O:24])[O:25][CH2:26][CH3:27])[OH:28])[CH2:12]1.